From a dataset of the Open Reaction Database (ORD), a public repository of structured organic reaction records. describe an organic reaction: reactants, conditions, products, and yield Reactants: FC=1C=C(C(=O)NC2=CC=C(C3=CC=CC=C23)OC2=NC(=NC=C2)S(=O)(=O)C)C=C(C1)N1CCCCC1 (3-fluoro-N-[4-(2-methanesulfonyl-pyrimidin-4-yloxy)-naphthalen-1-yl]-5-piperidin-1-yl-benzamide), N1CCC(CC1)CO (piperidin-4-yl-methanol). Yields the product FC=1C=C(C(=O)NC2=CC=C(C3=CC=CC=C23)OC2=NC(=NC=C2)N2CCC(CC2)CO)C=C(C1)N1CCCCC1 (3-Fluoro-N-[4-({2-[4-(hydroxymethyl)piperidin-1-yl]pyrimidin-4-yl}oxy)-1-naphthyl]-5-piperidin-1-ylbenzamide). RXN SMILES: [F:1][C:2]1[CH:3]=[C:4]([CH:29]=[C:30]([N:32]2[CH2:37][CH2:36][CH2:35][CH2:34][CH2:33]2)[CH:31]=1)[C:5]([NH:7][C:8]1[C:17]2[C:12](=[CH:13][CH:14]=[CH:15][CH:16]=2)[C:11]([O:18][C:19]2[CH:24]=[CH:23][N:22]=[C:21](S(C)(=O)=O)[N:20]=2)=[CH:10][CH:9]=1)=[O:6].[NH:38]1[CH2:43][CH2:42][CH:41]([CH2:44][OH:45])[CH2:40][CH2:39]1>>[F:1][C:2]1[CH:3]=[C:4]([CH:29]=[C:30]([N:32]2[CH2:37][CH2:36][CH2:35][CH2:34][CH2:33]2)[CH:31]=1)[C:5]([NH:7][C:8]1[C:17]2[C:12](=[CH:13][CH:14]=[CH:15][CH:16]=2)[C:11]([O:18][C:19]2[CH:24]=[CH:23][N:22]=[C:21]([N:38]3[CH2:43][CH2:42][CH:41]([CH2:44][OH:45])[CH2:40][CH2:39]3)[N:20]=2)=[CH:10][CH:9]=1)=[O:6]. Reported procedure: Compound is prepared from 3-fluoro-N-[4-(2-methanesulfonyl-pyrimidin-4-yloxy)-naphthalen-1-yl]-5-piperidin-1-yl-benzamide and piperidin-4-yl-methanol according to conditions described in general procedure C. 1H NMR (400 MHz, CDCl3) δ 1.05-1.14 (m, 2 H), 1.61-1.70 (m, 9 H), 2.74 (t, J=12.0 Hz, 2 H), 3.26 (t, J=5.5 Hz, 4 H), 3.45 (d, J=5.8 Hz, 2 H), 5.92 (d, J=5.5 Hz, 1 H), 6.74-6.77 (m, 1 H), 6.97 (d, J=7.6 Hz, 1 H), 7.25-7.29 (m, 2 H), 7.46-7.56 (m, 2 H), 7.87-7.89 (m, 2 H), 7.98 (d, J=7.7 Hz, 1... The reactants are IC1=C(C=C(C=C1C(C)C)Br)C(C)C (1-iodo-2,6-diisopropyl-4-bromobenzene), [Li]CCCC (n-BuLi), CN(C)C=O (DMF). Run in C1(=CC=CC=C1)C (toluene), C1(=CC=CC=C1)C (toluene). Conditions: time 15 minute. Product: C(C)(C)C1=C(C=O)C(=CC(=C1)Br)C(C)C (2,6-diisopropyl-4-bromobenzaldehyde). RXN SMILES: I[C:2]1[C:7]([CH:8]([CH3:10])[CH3:9])=[CH:6][C:5]([Br:11])=[CH:4][C:3]=1[CH:12]([CH3:14])[CH3:13].[Li]CCCC.CN([CH:23]=[O:24])C>C1(C)C=CC=CC=1>[CH:12]([C:3]1[CH:4]=[C:5]([Br:11])[CH:6]=[C:7]([CH:8]([CH3:10])[CH3:9])[C:2]=1[CH:23]=[O:24])([CH3:14])[CH3:13]. Reported procedure: A 150 mL of dry toluene solution of 1-iodo-2,6-diisopropyl-4-bromobenzene (17.6 g, 0.048 mol) was treated with n-BuLi (1.6 M in hexane, 75 mL) at −78° C. in 30 minutes. After stirring for 15 minutes, dry DMF (20 mL) in 50 mL of toluene was added dropwise. The resulting mixture was slowly warmed up to room temperature. After regular work up, the crude product was distilled at 140° C. under vacuum to afford 2,6-diisopropyl-4-bromobenzaldehyde (11.5 g).